Dataset: the Open Reaction Database (ORD), a public repository of structured organic reaction records. Task: describe an organic reaction: reactants, conditions, products, and yield Starting materials: COC(N(CC=1C=NC=CC1)CC1=C(C=CC(=C1)C(F)(F)F)C1=C(C=CC(=C1)C(C)C)OC)=O (methyl{[5′-isopropyl-2′-methoxy-4-(trifluoromethyl)biphenyl-2-yl]methyl}(pyridin-3-ylmethyl)carbamate), C1=CC(=CC(=C1)Cl)C(=O)OO (m-CPBA), OS(=O)[O-].[Na+] (NaHSO3). Run in C(Cl)Cl (CH2Cl2). Run at time 2 hour. Product: COC(N(CC=1C=[N+](C=CC1)[O-])CC1=C(C=CC(=C1)C(F)(F)F)C1=C(C=CC(=C1)C(C)C)OC)=O (methyl{[5′-isopropyl-2′-methoxy-4-(trifluoromethyl)biphenyl-2-yl]methyl}[(1-oxidopyridin-3-yl)methyl]carbamate). RXN SMILES: [CH3:1][O:2][C:3](=[O:34])[N:4]([CH2:12][C:13]1[CH:18]=[C:17]([C:19]([F:22])([F:21])[F:20])[CH:16]=[CH:15][C:14]=1[C:23]1[CH:28]=[C:27]([CH:29]([CH3:31])[CH3:30])[CH:26]=[CH:25][C:24]=1[O:32][CH3:33])[CH2:5][C:6]1[CH:7]=[N:8][CH:9]=[CH:10][CH:11]=1.C1C=C(Cl)C=C(C(OO)=[O:43])C=1.OS([O-])=O.[Na+]>C(Cl)Cl>[CH3:1][O:2][C:3](=[O:34])[N:4]([CH2:12][C:13]1[CH:18]=[C:17]([C:19]([F:21])([F:22])[F:20])[CH:16]=[CH:15][C:14]=1[C:23]1[CH:28]=[C:27]([CH:29]([CH3:30])[CH3:31])[CH:26]=[CH:25][C:24]=1[O:32][CH3:33])[CH2:5][C:6]1[CH:7]=[N+:8]([O-:43])[CH:9]=[CH:10][CH:11]=1 |f:2.3|. Reported procedure: To a solution of methyl{[5′-isopropyl-2′-methoxy-4-(trifluoromethyl)biphenyl-2-yl]methyl}(pyridin-3-ylmethyl)carbamate (12 mg, 0.025 mmol) (Example 123) in CH2Cl2 (400 μL) was added m-CPBA (28 mg, 0.13 mmol). The reaction was stirred at room temperature for two hours and then was poured into NaHSO3 (10 mL). The mixture was extracted with EtOAc (50 mL), and the organic extracts were washed with water (10 mL), brine (10 mL), dried over Na2SO4, filtered, and concentrated. Purification by flash chro...